From a dataset of the Open Reaction Database (ORD), a public repository of structured organic reaction records. describe an organic reaction: reactants, conditions, products, and yield The reactants are ClC1=CC=NC2=CC(=CC(=C12)C)S(=O)(=O)Cl (4-chloro-5-methylquinoline-7-sulfonyl chloride), S(=O)(=O)(Cl)Cl (sulfonyl chloride), COC1=CC=C(CNC=2SC=CN2)C=C1 (N-(4-methoxybenzyl)thiazol-2-amine), C[Si](C)(C)[N-][Si](C)(C)C.[Li+] (lithium bis(trimethylsilyl)amide). The solvent is C1CCOC1 (THF), C1CCOC1 (THF). Run at time 15 minute. The product is ClC1=CC=NC2=CC(=CC(=C12)C)S(=O)(=O)N(C=1SC=CN1)CC1=CC=C(C=C1)OC (4-CHLORO-N-(4-METHOXYBENZYL)-5-METHYL-N-(THIAZOL-2-YL)QUINOLINE-7-SULFONAMIDE). Reaction SMILES: [CH3:1][O:2][C:3]1[CH:15]=[CH:14][C:6]([CH2:7][NH:8][C:9]2[S:10][CH:11]=[CH:12][N:13]=2)=[CH:5][CH:4]=1.C[Si]([N-][Si](C)(C)C)(C)C.[Li+].[Cl:26][C:27]1[C:36]2[C:31](=[CH:32][C:33]([S:38](Cl)(=[O:40])=[O:39])=[CH:34][C:35]=2[CH3:37])[N:30]=[CH:29][CH:28]=1.S(Cl)(Cl)(=O)=O>C1COCC1>[Cl:26][C:27]1[C:36]2[C:31](=[CH:32][C:33]([S:38]([N:8]([CH2:7][C:6]3[CH:5]=[CH:4][C:3]([O:2][CH3:1])=[CH:15][CH:14]=3)[C:9]3[S:10][CH:11]=[CH:12][N:13]=3)(=[O:39])=[O:40])=[CH:34][C:35]=2[CH3:37])[N:30]=[CH:29][CH:28]=1 |f:1.2|. Reported procedure: To a flask containing ice cold suspension of N-(4-methoxybenzyl)thiazol-2-amine (25.1 mg, 0.114 mmol) in THF (418 μl) was added lithium bis(trimethylsilyl)amide (1M in THF) (120 μl, 0.120 mmol) dropwise over 10 min. The mixture was stirred for 15 min prior to the drop wise addition of a solution of 4-chloro-5-methylquinoline-7-sulfonyl chloride (30 mg, 0.109 mmol) in THF (0.6 ml). After 30 min LC/MS indicated desired product and methanolysis of the sulfonyl chloride (about 1:1). Additional solid... Reactants: C(C1=CC=CC=C1)OCCN1C2=C([C@H](CCC1)N(C=1N=NN(N1)CCN1C(C3=CC=CC=C3C1=O)=O)CC1=CC(=CC(=C1)C(F)(F)F)C(F)(F)F)C=C(C(=C2)C(F)(F)F)C ((S)-2-(2-{5-[[1-(2-Benzyloxy-ethyl)-7-methyl-8-trifluoromethyl-2,3,4,5-tetrahydro-1H-benzo[b]azepin-5-yl]-(3,5-bis-trifluoromethyl-benzyl)-amino]-tetrazol-2-yl}-ethyl)-isoindole-1,3-dione), [H][H] (hydrogen). The reagents and catalysts are [Pd] (Pd/C). Yields the product FC(C=1C=C(CN(C=2N=NN(N2)CCN2C(C3=CC=CC=C3C2=O)=O)[C@@H]2C3=C(N(CCC2)CCO)C=C(C(=C3)C)C(F)(F)F)C=C(C1)C(F)(F)F)(F)F ((S)-2-[2-(5-{(3,5-Bis-trifluoromethyl-benzyl)-[1-(2-hydroxy-ethyl)-7-methyl-8-trifluoromethyl-2,3,4,5-tetrahydro-1H-benzo[b]azepin-5-yl]-amino}-tetrazol-2-yl)-ethyl]-isoindole-1,3-dione). Solvent: CO (methanol). Procedure: To a solution of (S)-2-(2-{5-[[1-(2-Benzyloxy-ethyl)-7-methyl-8-trifluoromethyl-2,3,4,5-tetrahydro-1H-benzo[b]azepin-5-yl]-(3,5-bis-trifluoromethyl-benzyl)-amino]-tetrazol-2-yl}-ethyl)-isoindole-1,3-dione (Example 126, Step 3) (0.09 mmol) in methanol (20 mL), add a catalytic amount of 10% Pd/C after purging with nitrogen. Purge the reaction with a balloon of hydrogen and stir under a balloon of hydrogen for 14 h. Purge the reaction with nitrogen and filter through Celite®. Collect the filtrate a... RXN SMILES: C([O:8][CH2:9][CH2:10][N:11]1[CH2:17][CH2:16][CH2:15][C@H:14]([N:18]([CH2:37][C:38]2[CH:43]=[C:42]([C:44]([F:47])([F:46])[F:45])[CH:41]=[C:40]([C:48]([F:51])([F:50])[F:49])[CH:39]=2)[C:19]2[N:20]=[N:21][N:22]([CH2:24][CH2:25][N:26]3[C:34](=[O:35])[C:33]4[C:28](=[CH:29][CH:30]=[CH:31][CH:32]=4)[C:27]3=[O:36])[N:23]=2)[C:13]2[CH:52]=[C:53]([CH3:60])[C:54]([C:56]([F:59])([F:58])[F:57])=[CH:55][C:12]1=2)C1C=CC=CC=1.[H][H]>CO.[Pd]>[F:51][C:48]([F:49])([F:50])[C:40]1[CH:39]=[C:38]([CH:43]=[C:42]([C:44]([F:45])([F:46])[F:47])[CH:41]=1)[CH2:37][N:18]([C@H:14]1[CH2:15][CH2:16][CH2:17][N:11]([CH2:10][CH2:9][OH:8])[C:12]2[CH:55]=[C:54]([C:56]([F:57])([F:58])[F:59])[C:53]([CH3:60])=[CH:52][C:13]1=2)[C:19]1[N:20]=[N:21][N:22]([CH2:24][CH2:25][N:26]2[C:27](=[O:36])[C:28]3[C:33](=[CH:32][CH:31]=[CH:30][CH:29]=3)[C:34]2=[O:35])[N:23]=1. Reactants: O (water), C(CCC)C1(C(C2=CC=CC(=C2CC1)O)=O)CCCC (2,2-dibutyl-3,4-dihydro-5-hydroxy-1(2H)-naphthalenone), ClCC1=NC2=CC=CC=C2C=C1 (2-chloromethylquinoline), C([O-])([O-])=O.[K+].[K+] (potassium carbonate). The solvent is CN(C=O)C (N,N-dimethylformamide). Reaction conditions: temperature 80 celsius, time 4 hour. The product is C(CCC)C1(C(C2=CC=CC(=C2CC1)OCC1=NC2=CC=CC=C2C=C1)=O)CCCC (2,2-dibutyl-3,4-dihydro-5-(2-quinolylmethoxy)-1(2H)-naphthalenone). Yield: 77.7%. As a reaction SMILES: [CH2:1]([C:5]1([CH2:17][CH2:18][CH2:19][CH3:20])[CH2:14][CH2:13][C:12]2[C:7](=[CH:8][CH:9]=[CH:10][C:11]=2[OH:15])[C:6]1=[O:16])[CH2:2][CH2:3][CH3:4].Cl[CH2:22][C:23]1[CH:32]=[CH:31][C:30]2[C:25](=[CH:26][CH:27]=[CH:28][CH:29]=2)[N:24]=1.C(=O)([O-])[O-].[K+].[K+].O>CN(C)C=O>[CH2:1]([C:5]1([CH2:17][CH2:18][CH2:19][CH3:20])[CH2:14][CH2:13][C:12]2[C:7](=[CH:8][CH:9]=[CH:10][C:11]=2[O:15][CH2:22][C:23]2[CH:32]=[CH:31][C:30]3[C:25](=[CH:26][CH:27]=[CH:28][CH:29]=3)[N:24]=2)[C:6]1=[O:16])[CH2:2][CH2:3][CH3:4] |f:2.3.4|. Procedure: A mixture of 2,2-dibutyl-3,4-dihydro-5-hydroxy-1(2H)-naphthalenone (2.643 g), 2-chloromethylquinoline (1.7 g), and potassium carbonate (1.67 g) in N,N-dimethylformamide (16 ml) was stirred at 80° C. for 4 hours. The cooled mixture was poured into water. The separated oil was extracted with ethyl acetate. The ethyl acetate layer was washed with water, dried, and concentrated in vacuo. The crude product was chromatographed on silica gel using 25% ethyl acetate in n-hexane as eluent to yield 2,2-di... The reactants are CC(=O)OC(C)=O, O=[N+]([O-])c1ccc2c(c1)Sc1cc([N+](=O)[O-])ccc1N2, O, c1ccncc1. Product: CC(=O)N1c2ccc([N+](=O)[O-])cc2Sc2cc([N+](=O)[O-])ccc21. As a reaction SMILES: [CH3:21][C:22](=[O:23])[O:24][C:25](=[O:26])[CH3:27].[N+:1](=[O:2])([O-:3])[c:4]1[cH:5][cH:6][c:7]2[c:16]([cH:17]1)[S:15][c:14]1[c:9]([cH:10][cH:11][c:12]([N+:18](=[O:19])[O-:20])[cH:13]1)[NH:8]2.[OH2:34].[cH:28]1[cH:29][cH:30][n:31][cH:32][cH:33]1>>[N+:1](=[O:2])([O-:3])[c:4]1[cH:5][cH:6][c:7]2[c:16]([cH:17]1)[S:15][c:14]1[c:9]([cH:10][cH:11][c:12]([N+:18](=[O:19])[O-:20])[cH:13]1)[N:8]2[C:22]([CH3:21])=[O:23]. Starting materials: C(C)(=O)OC(C)=O (acetic anhydride), ClC1=CC=C(C(C(=O)O)=C1)NC (5-Chloro-N-methyl anthranilic acid), [OH-].[Na+] (sodium hydroxide). Run in C(C)(=O)O (acetic acid). The product is ClC=1C=C2C(=CC(N(C2=CC1)C)=O)O (6-Chloro-4-Hydroxy-1-methyl carbostyril). RXN SMILES: [Cl:1][C:2]1[CH:10]=[C:6]([C:7]([OH:9])=O)[C:5]([NH:11][CH3:12])=[CH:4][CH:3]=1.[C:13](OC(=O)C)(=[O:15])[CH3:14].[OH-].[Na+]>C(O)(=O)C>[Cl:1][C:2]1[CH:10]=[C:6]2[C:5](=[CH:4][CH:3]=1)[N:11]([CH3:12])[C:13](=[O:15])[CH:14]=[C:7]2[OH:9] |f:2.3|. Procedure: 5-Chloro-N-methyl anthranilic acid (15g; 0.081 mole) was dissolved in acetic acid (41 ml) and acetic anhydride (41 ml) and the dark mixture refluxed for 12 hours. After cooling the red solution was poured onto crushed ice, basified with 2.5N sodium hydroxide and filtered free of tar. The filtrate on acidification to pH5 gave the carbostyril as a yellow solid, m.p. (AcOH) 317°-318° C (Found; C, 57.39; H, 3.98; N, 6.83; Cl, 16.69; C10H8NClO2 requires C, 57.29; H, 3.85; N, 6.68; Cl, 16.91%). Reactants: Cl.C1(CC1)COC1=C(C=CC(=C1)F)C=1C2=C(N=CN1)C(=C(N2)C)C(=O)NC2CCNCC2 (4-[2-(cyclopropylmethoxy)-4-fluorophenyl]-6-methyl-N-piperidin-4-yl-5H-pyrrolo[3,2-d]pyrimidine-7-carboxamide hydrochloride), C(CC)(=O)Cl (propionyl chloride). Product: C1(CC1)COC1=C(C=CC(=C1)F)C=1C2=C(N=CN1)C(=C(N2)C)C(=O)NC2CCN(CC2)C(CC)=O (4-[2-(Cyclopropylmethoxy)-4-fluorophenyl]-6-methyl-N-(1-propionylpiperidin-4-yl)-5H-pyrrolo[3,2-d]pyrimidine-7-carboxamide). Reaction SMILES: Cl.[CH:2]1([CH2:5][O:6][C:7]2[CH:12]=[C:11]([F:13])[CH:10]=[CH:9][C:8]=2[C:14]2[C:15]3[NH:22][C:21]([CH3:23])=[C:20]([C:24]([NH:26][CH:27]4[CH2:32][CH2:31][NH:30][CH2:29][CH2:28]4)=[O:25])[C:16]=3[N:17]=[CH:18][N:19]=2)[CH2:4][CH2:3]1.[C:33](Cl)(=[O:36])[CH2:34][CH3:35]>>[CH:2]1([CH2:5][O:6][C:7]2[CH:12]=[C:11]([F:13])[CH:10]=[CH:9][C:8]=2[C:14]2[C:15]3[NH:22][C:21]([CH3:23])=[C:20]([C:24]([NH:26][CH:27]4[CH2:28][CH2:29][N:30]([C:33](=[O:36])[CH2:34][CH3:35])[CH2:31][CH2:32]4)=[O:25])[C:16]=3[N:17]=[CH:18][N:19]=2)[CH2:4][CH2:3]1 |f:0.1|. Procedure: Starting from 4-[2-(cyclopropylmethoxy)-4-fluorophenyl]-6-methyl-N-piperidin-4-yl-5H-pyrrolo[3,2-d]pyrimidine-7-carboxamide hydrochloride (example D.f6) and commercially available propionyl chloride the title compound is obtained as colorless solid. The reactants are C1=C(C=CC2=CC=CC=C12)C(=O)Cl (2-Naphthoyl chloride), NC1=CC=C2C=CC=NC2=C1 (7-amino-quinoline). Product: N1=CC=CC2=CC=C(C=C12)NC(=O)C1=CC2=CC=CC=C2C=C1 (Naphthalene-2-carboxylic acid quinolin-7-ylamide). Reaction SMILES: [CH:1]1[C:10]2[C:5](=[CH:6][CH:7]=[CH:8][CH:9]=2)[CH:4]=[CH:3][C:2]=1[C:11](Cl)=[O:12].[NH2:14][C:15]1[CH:24]=[C:23]2[C:18]([CH:19]=[CH:20][CH:21]=[N:22]2)=[CH:17][CH:16]=1>>[N:22]1[C:23]2[C:18](=[CH:17][CH:16]=[C:15]([NH:14][C:11]([C:2]3[CH:3]=[CH:4][C:5]4[C:10](=[CH:9][CH:8]=[CH:7][CH:6]=4)[CH:1]=3)=[O:12])[CH:24]=2)[CH:19]=[CH:20][CH:21]=1. Reported procedure: This material was prepared analogous to the procedure described for Example 1(c). 2-Naphthoyl chloride (200 mg, 1 mmol, Aldrich) reacted with 7-amino-quinoline (102 mg, 0.95 mmol, prepared according to the procedure described in WO03099284) to give the title compound as an off-white amorphous solid. MS (ESI, pos. ion) m/z: 299 (M+1). The reactants are C(C)(C)[N-]C(C)C.[Li+] (lithium diisopropylamide), C(C)SSCC (diethyl disulfide), CCCCCC (hexane). The solvent is O1CCCC1 (tetrahydrofuran). Conditions: temperature -70 celsius, time 30 minute. Yields the product C(C)SC(C#N)(CC)C (2-(Ethylthio)-2-methylbutanenitrile). RXN SMILES: [CH:1]([N-:4]C(C)C)(C)C.[Li+].[CH2:9]([S:11]SCC)[CH3:10].CC[CH2:17][CH2:18][CH2:19][CH3:20]>O1CCCC1>[CH2:9]([S:11][C:18]([CH3:17])([CH2:19][CH3:20])[C:1]#[N:4])[CH3:10] |f:0.1|. Procedure details: In 300 ml of tetrahydrofuran under nitrogen was placed 81 ml of 10% lithium diisopropylamide in hexane. The mixture was then cooled to -70° C. and 6.7 g of 2-methylbutaneitrile was added. The reaction mixture was stirred and maintained at this temperature for 1 hour and then 9.9 g of diethyl disulfide was slowly added. After 30 minutes, the reaction mixture was allowed to warm to room temperature. A solid was filtered through celite and the filtrate was evaporated. The resulting residue was diss...